From a dataset of the Open Reaction Database (ORD), a public repository of structured organic reaction records. describe an organic reaction: reactants, conditions, products, and yield The reactants are NC1=C(C(=NN1)NC1=CC(=C(C=C1)F)Cl)C(=O)N (5-amino-3-((3-chloro-4-fluorophenyl)amino)-1H-pyrazole-4-carboxamide), OC1=CC=C(C=O)C=C1 (4-hydroxybenzaldehyde). Reagents/catalysts: N1CCCCC1 (piperidine). Solvent: CCO (EtOH). The product is ClC=1C=C(C=CC1F)NC1=NNC(=C1C(=O)N)N=CC1=CC=C(C=C1)O (3-((3-chloro-4-fluorophenyl)amino)-5-((4-hydroxybenzylidene)amino)-1H-pyrazole-4-carboxamide). Isolated yield 53.0%. Reaction SMILES: [NH2:1][C:2]1[NH:6][N:5]=[C:4]([NH:7][C:8]2[CH:13]=[CH:12][C:11]([F:14])=[C:10]([Cl:15])[CH:9]=2)[C:3]=1[C:16]([NH2:18])=[O:17].[OH:19][C:20]1[CH:27]=[CH:26][C:23]([CH:24]=O)=[CH:22][CH:21]=1>CCO.N1CCCCC1>[Cl:15][C:10]1[CH:9]=[C:8]([NH:7][C:4]2[C:3]([C:16]([NH2:18])=[O:17])=[C:2]([N:1]=[CH:24][C:23]3[CH:26]=[CH:27][C:20]([OH:19])=[CH:21][CH:22]=3)[NH:6][N:5]=2)[CH:13]=[CH:12][C:11]=1[F:14]. Reported procedure: 5-amino-3-((3-chloro-4-fluorophenyl)amino)-1H-pyrazole-4-carboxamide was then suspended in 8 mL EtOH and 4-hydroxybenzaldehyde (45 mg, 1 eq.) and piperidine (4 drops) were added. Stirred at reflux until intermediate was absent (HPLC). After reaction was complete (18 hrs) it was brought to room temperature and filtered to obtain 3-((3-chloro-4-fluorophenyl)amino)-5-((4-hydroxybenzylidene)amino)-1H-pyrazole-4-carboxamide as a yellow powder. Powder was washed with EtOH to remove any excess 4-hydrox... The reactants are CCCCCCCC, CO, CC(C)c1ccc(CCl)cc1, c1ccc(P(c2ccccc2)c2ccccc2)cc1. The product is CC(C)c1ccc(C[P+](c2ccccc2)(c2ccccc2)c2ccccc2)cc1, [Cl-]. As a reaction SMILES: [CH3:1][CH2:2][CH2:3][CH2:4][CH2:5][CH2:6][CH2:7][CH3:8].[CH3:39][OH:40].[CH:9]([CH3:10])([CH3:11])[c:12]1[cH:13][cH:14][c:15]([CH2:16][Cl:17])[cH:18][cH:19]1.[c:20]1([P:26]([c:27]2[cH:28][cH:29][cH:30][cH:31][cH:32]2)[c:33]2[cH:34][cH:35][cH:36][cH:37][cH:38]2)[cH:21][cH:22][cH:23][cH:24][cH:25]1>>[CH:9]([CH3:10])([CH3:11])[c:12]1[cH:13][cH:14][c:15]([CH2:16][P+:26]([c:20]2[cH:21][cH:22][cH:23][cH:24][cH:25]2)([c:27]2[cH:28][cH:29][cH:30][cH:31][cH:32]2)[c:33]2[cH:34][cH:35][cH:36][cH:37][cH:38]2)[cH:18][cH:19]1.[Cl-:17].